This data is from the Open Reaction Database (ORD), a public repository of structured organic reaction records. The task is: describe an organic reaction: reactants, conditions, products, and yield Starting materials: CC(=O)C (acetone), CC(=O)O (AcOH), C(C)(=O)O[BH-](OC(C)=O)OC(C)=O.[Na+] (sodium triacetoxyborohydride), N1CCC(CCC1)C(C)OC1=CC2=C(C3=NC(=CN3CCO2)C=2N(N=C(N2)C)C(C)C)C=C1 (8-(1-Azepan-4-ylethoxy)-2-(2-isopropyl-5-methyl-2H-[1,2,4]triazol-3-yl)-4,5-dihydro-6-oxa-1,3a-diazabenzo[e]azulene). Solvent: CO (MeOH), C(Cl)Cl (DCM), C(Cl)Cl (DCM), O (water). Run at time 24 hour. Yields the product C(C)(C)N1N=C(N=C1C=1N=C2N(CCOC3=C2C=CC(=C3)OC(C)C3CCN(CCC3)C(C)C)C1)C (2-(1-isopropyl-3-methyl-1H-1,2,4-triazol-5-yl)-9-(1-(1-isopropylazepan-4-yl)ethoxy)-5,6-dihydrobenzo[f]imidazo[1,2-d][1,4]oxazepine). Yield: 88.6%. As a reaction SMILES: [NH:1]1[CH2:7][CH2:6][CH2:5][CH:4]([CH:8]([O:10][C:11]2[CH:33]=[CH:32][C:14]3[C:15]4[N:19]([CH2:20][CH2:21][O:22][C:13]=3[CH:12]=2)[CH:18]=[C:17]([C:23]2[N:24]([CH:29]([CH3:31])[CH3:30])[N:25]=[C:26]([CH3:28])[N:27]=2)[N:16]=4)[CH3:9])[CH2:3][CH2:2]1.[CH3:34][C:35]([CH3:37])=O.CC(O)=O.C(O[BH-](OC(=O)C)OC(=O)C)(=O)C.[Na+]>C(Cl)Cl.O.CO>[CH:29]([N:24]1[C:23]([C:17]2[N:16]=[C:15]3[C:14]4[CH:32]=[CH:33][C:11]([O:10][CH:8]([CH:4]5[CH2:5][CH2:6][CH2:7][N:1]([CH:35]([CH3:37])[CH3:34])[CH2:2][CH2:3]5)[CH3:9])=[CH:12][C:13]=4[O:22][CH2:21][CH2:20][N:19]3[CH:18]=2)=[N:27][C:26]([CH3:28])=[N:25]1)([CH3:30])[CH3:31] |f:3.4|. Procedure details: To a solution of 8-(1-azepan-4-ylethoxy)-2-(2-isopropyl-5-methyl-2H-[1,2,4]triazol-3-yl)-4,5-dihydro-6-oxa-1,3a-diazabenzo[e]azulene from Example 10 (50 mg, 0.11 mmol) in a 10:1 mixture of DCM:MeOH (2.2 mL) were added acetone (81 uL, 1.1 mmol), AcOH (0.011 mmol) and sodium triacetoxyborohydride (47 mg, 0.22 mmol). The reaction mixture was stirred for 24 h at RT, then diluted with DCM and poured into water. The aqueous layer was extracted with DCM (×3) and the combined organic phases were washed ... Reactants: N1=CN=C2N(C=NC2=C1N)CC(C(=O)OC)CC(=O)OC (Dimethyl 2-(adenine-9-ylmethyl)succinate), C(C)(C)(C)O (tert. butanol), [BH4-].[Li+] (lithium borohydride). Solvent: O (water). Reaction conditions: time 3 hour. Product: OCCC(CN1C2=NC=NC(=C2N=C1)N)CO (9-(4-hydroxy-2-hydroxymethylbutyl)adenine). Reaction SMILES: [N:1]1[C:9]([NH2:10])=[C:8]2[C:4]([N:5]([CH2:11][CH:12]([CH2:17][C:18](OC)=[O:19])[C:13](OC)=[O:14])[CH:6]=[N:7]2)=[N:3][CH:2]=1.C(O)(C)(C)C.[BH4-].[Li+]>O>[OH:19][CH2:18][CH2:17][CH:12]([CH2:13][OH:14])[CH2:11][N:5]1[CH:6]=[N:7][C:8]2[C:4]1=[N:3][CH:2]=[N:1][C:9]=2[NH2:10] |f:2.3|. Procedure: Dimethyl 2-(adenine-9-ylmethyl)succinate (2.93 g, 0.010 mol) was dissolved by warming with tert. butanol (120 ml), lithium borohydride (1.10 g, 0.05 mol) was added in portions and the mixture was stirred at ambient temperature for 3 h, water (10 ml) was added and stirring was continued over night. Inorganic material was filtered off and washed with tert. butanol and the filtrate evaporated to small volume. Chromatography on silica (ethyl acetate+methanol+water 7+2+1) afforded pure 9-(4-hydroxy-2... Reactants: C(C1=CC=CC=C1)N1CC(CC2=C1N=NC(=C2)C2=CC=CC=C2)NC(OCC2=CC=CC=C2)=O (Benzyl 8-benzyl-3-phenyl-5,6,7,8-tetrahydropyrido[2,3-c]pyridazin-6-ylcarbamate), C(C)#N (acetonitrile), I[Si](C)(C)C (iodotrimethylsilane), C1(=CC=CC=C1)S(=O)(=O)Cl (benzenesulfonyl chloride). The reagents and catalysts are Cl (hydrochloric acid). The solvent is C([O-])([O-])=O.[Na+].[Na+] (sodium carbonate), C1CCOC1 (THF), O (water). Conditions: time 20 minute. The product is C(C1=CC=CC=C1)N1CC(CC2=C1N=NC(=C2)C2=CC=CC=C2)NS(=O)(=O)C2=CC=CC=C2 (N-(8-Benzyl-3-phenyl-5,6,7,8-tetrahydropyrido[2,3-c]pyridazin-6-yl)benzenesulfonamide). Yield: 70.9%. Reaction SMILES: [CH2:1]([N:8]1[C:13]2[N:14]=[N:15][C:16]([C:18]3[CH:23]=[CH:22][CH:21]=[CH:20][CH:19]=3)=[CH:17][C:12]=2[CH2:11][CH:10]([NH:24]C(=O)OCC2C=CC=CC=2)[CH2:9]1)[C:2]1[CH:7]=[CH:6][CH:5]=[CH:4][CH:3]=1.C(#N)C.I[Si](C)(C)C.[C:43]1([S:49](Cl)(=[O:51])=[O:50])[CH:48]=[CH:47][CH:46]=[CH:45][CH:44]=1>C(=O)([O-])[O-].[Na+].[Na+].C1COCC1.O.Cl>[CH2:1]([N:8]1[C:13]2[N:14]=[N:15][C:16]([C:18]3[CH:23]=[CH:22][CH:21]=[CH:20][CH:19]=3)=[CH:17][C:12]=2[CH2:11][CH:10]([NH:24][S:49]([C:43]2[CH:48]=[CH:47][CH:46]=[CH:45][CH:44]=2)(=[O:51])=[O:50])[CH2:9]1)[C:2]1[CH:7]=[CH:6][CH:5]=[CH:4][CH:3]=1 |f:4.5.6|. Procedure details: To a stirred solution of 5G (0.023 g, 0.051 mmol) in 0.3 ML of acetonitrile at room temperature under argon was added iodotrimethylsilane (0.020 mL, 0.144 mmol). The yellow solution was stirred 20 min and then quenched with methanol (2 mL). After stirring for 30 min, the reaction mixture was evaporated and then re-evaporated from dichloromethane/hexanes. The solid residue was slurried twice with ether, decanting each time. The remaining solid was slurried in 10% sodium carbonate solution (1.0 mL... Reactants: O=C([O-])[O-], CS(C)=O, Fc1ccc(Cl)cn1, [K+], [K+], Nc1ncc(Cl)cc1-c1ccc(O)cc1, O. Product: Nc1ncc(Cl)cc1-c1ccc(Oc2ccc(Cl)cn2)cc1. Reaction SMILES: [C:1](=[O:2])([O-:3])[O-:4].[CH3:31][S:32]([CH3:33])=[O:34].[Cl:7][c:8]1[cH:9][cH:10][c:11]([F:14])[n:12][cH:13]1.[K+:5].[K+:6].[NH2:15][c:16]1[n:17][cH:18][c:19]([Cl:29])[cH:20][c:21]1-[c:22]1[cH:23][cH:24][c:25]([OH:28])[cH:26][cH:27]1.[OH2:30]>>[Cl:7][c:8]1[cH:9][cH:10][c:11]([O:28][c:25]2[cH:24][cH:23][c:22](-[c:21]3[c:16]([NH2:15])[n:17][cH:18][c:19]([Cl:29])[cH:20]3)[cH:27][cH:26]2)[n:12][cH:13]1. Reactants: FC(C1=CC=C(C=C1)SCCO)(F)F (2-(4-Trifluoromethyl-phenylsulfanyl)ethanol), N1=CC=CC=C1 (pyridine), ClC(=O)OC1=CC=C(C=C1)[N+](=O)[O-] (4-nitrophenyl chloroformate). Solvent: C(Cl)Cl (DCM). Reaction conditions: temperature 0 celsius, time 2 hour. The product is FC(C1=CC=C(C=C1)SCCOC(OC1=CC=C(C=C1)[N+](=O)[O-])=O)(F)F (carbonic acid 4-nitro-phenyl ester 2-(4-trifluoromethyl-phenylsulfanyl)-ethyl ester). Isolated yield 86.2%. Reaction SMILES: [F:1][C:2]([F:14])([F:13])[C:3]1[CH:8]=[CH:7][C:6]([S:9][CH2:10][CH2:11][OH:12])=[CH:5][CH:4]=1.N1C=CC=CC=1.Cl[C:22]([O:24][C:25]1[CH:30]=[CH:29][C:28]([N+:31]([O-:33])=[O:32])=[CH:27][CH:26]=1)=[O:23]>C(Cl)Cl>[F:14][C:2]([F:13])([F:1])[C:3]1[CH:8]=[CH:7][C:6]([S:9][CH2:10][CH2:11][O:12][C:22](=[O:23])[O:24][C:25]2[CH:26]=[CH:27][C:28]([N+:31]([O-:33])=[O:32])=[CH:29][CH:30]=2)=[CH:5][CH:4]=1. Procedure: 2-(4-Trifluoromethyl-phenylsulfanyl)ethanol (15.00 g, 67.50 mmol) prepared in the above Step (1) was dissolved in anhydrous DCM (100 ml), pyridine (7.59 ml, 93.81 mmol) and 4-nitrophenyl chloroformate (13.61 g, 67.50 mmol) were added thereto at 0° C. in order, and the mixture was stirred for 2 hours at room temperature. The reaction was stopped by adding distilled water, and the reaction mixture was extracted with DCM. The organic layer thus extracted was washed with aqueous NH4Cl solution, drie... The reactants are O=C(n1ccnc1)n1ccnc1, CC(C)(C)OC(=O)CN, CC#N, CCN(C(C)C)C(C)C, Cc1cc(Cl)nc(Cl)c1C(=O)NCCC(C)N1CCC(NCc2ccsc2)CC1, Cl. Product: Cc1cc(Cl)nc(Cl)c1C(=O)NCCC(C)N1CCC(N(Cc2ccsc2)C(=O)NCC(=O)OC(C)(C)C)CC1. RXN SMILES: [C:11](=[O:12])([n:13]1[cH:14][cH:15][n:16][cH:17]1)[n:18]1[cH:19][cH:20][n:21][cH:22]1.[C:2]([CH3:3])([CH3:4])([CH3:5])[O:6][C:7]([CH2:8][NH2:9])=[O:10].[CH3:61][C:62]#[N:63].[CH:23]([N:24]([CH2:25][CH3:26])[CH:27]([CH3:28])[CH3:29])([CH3:30])[CH3:31].[Cl:32][c:33]1[c:34]([C:35](=[O:36])[NH:37][CH2:38][CH2:39][CH:40]([CH3:41])[N:42]2[CH2:43][CH2:44][CH:45]([NH:48][CH2:49][c:50]3[cH:51][s:52][cH:53][cH:54]3)[CH2:46][CH2:47]2)[c:55]([CH3:60])[cH:56][c:57]([Cl:59])[n:58]1.[ClH:1]>>[C:2]([CH3:3])([CH3:4])([CH3:5])[O:6][C:7]([CH2:8][NH:9][C:11](=[O:12])[N:48]([CH:45]1[CH2:44][CH2:43][N:42]([CH:40]([CH2:39][CH2:38][NH:37][C:35]([c:34]2[c:33]([Cl:32])[n:58][c:57]([Cl:59])[cH:56][c:55]2[CH3:60])=[O:36])[CH3:41])[CH2:47][CH2:46]1)[CH2:49][c:50]1[cH:51][s:52][cH:53][cH:54]1)=[O:10]. The reactants are Brc1cc2cn[nH]c2cn1, [Li]C(C)(C)C, C1CCOC1, CN(C)C=O. Yields the product O=Cc1cc2cn[nH]c2cn1. RXN SMILES: [Br:6][c:7]1[cH:8][c:9]2[c:10]([cH:11][n:12]1)[nH:13][n:14][cH:15]2.[C:1]([Li:2])([CH3:3])([CH3:4])[CH3:5].[CH2:21]1[O:22][CH2:23][CH2:24][CH2:25]1.[O:16]=[CH:17][N:18]([CH3:19])[CH3:20]>>[c:7]1([CH:17]=[O:16])[cH:8][c:9]2[c:10]([cH:11][n:12]1)[nH:13][n:14][cH:15]2. The reactants are NC=1C=C(C=CC1C1=CSC=C1)C=1OC2=C(N1)C=C(C=C2)C2=CC=CC=C2 (2-(3-amino-4-(3-thienyl)phenyl)-5-phenylbenzoxazole), C1=CC2=C(C=C1C(=O)O)C(=O)OC2=O (1,2,4-benzenetricarboxylic anhydride). Yields the product C1(=CC=CC=C1)C=1C=CC2=C(N=C(O2)C=2C=CC(=C(C2)N2C(C3=CC=C(C=C3C2=O)C(=O)O)=O)C2=CSC=C2)C1 (2-[5-(5-Phenylbenzoxazol-2-yl)-2-(3-thienyl)phenyl]-1,3-dioxo-2,3-dihydro-1H-isoindole-5-carboxylic acid). RXN SMILES: [NH2:1][C:2]1[CH:3]=[C:4]([C:13]2[O:14][C:15]3[CH:21]=[CH:20][C:19]([C:22]4[CH:27]=[CH:26][CH:25]=[CH:24][CH:23]=4)=[CH:18][C:16]=3[N:17]=2)[CH:5]=[CH:6][C:7]=1[C:8]1[CH:12]=[CH:11][S:10][CH:9]=1.[CH:28]1[C:33]([C:34]([OH:36])=[O:35])=[CH:32][C:31]2[C:37]([O:39][C:40](=O)[C:30]=2[CH:29]=1)=[O:38]>>[C:22]1([C:19]2[CH:20]=[CH:21][C:15]3[O:14][C:13]([C:4]4[CH:5]=[CH:6][C:7]([C:8]5[CH:12]=[CH:11][S:10][CH:9]=5)=[C:2]([N:1]5[C:37](=[O:38])[C:31]6[C:30](=[CH:29][CH:28]=[C:33]([C:34]([OH:36])=[O:35])[CH:32]=6)[C:40]5=[O:39])[CH:3]=4)=[N:17][C:16]=3[CH:18]=2)[CH:27]=[CH:26][CH:25]=[CH:24][CH:23]=1. Reported procedure: Prepared by the method of Example 15f), from 2-(3-amino-4-(3-thienyl)phenyl)-5-phenylbenzoxazole (61 mg, 0.16 mmol) and 1,2,4-benzenetricarboxylic anhydride (32 mg, 0.16 mmol) the title compound was obtained (66 mg, 75%). 1H NMR (DMSO) δ 8.50(d, 1H), 8.41(m, 2H), 8.30(s, 1H), 8.07(m, 2H), 7.90(m, 2H), 7.75(m, 3H), 7.62(m, 1H), 7.55(m, 1H), 7.50(m, 2H), 7.40(t, 1H), 7.11(dd, 1H). MS 540.7 m/z (M−H)−.